From a dataset of the Open Reaction Database (ORD), a public repository of structured organic reaction records. describe an organic reaction: reactants, conditions, products, and yield Starting materials: ClC=1N=CC2=C(NCC(C(N2C)=O)(F)F)N1 (2-chloro-7,7-difluoro-5-methyl-5,7,8,9-tetrahydro-pyrimido[4,5-b][1,4]diazepin-6-one), C([O-])([O-])=O.[Cs+].[Cs+] (cesium carbonate), ICCOC1=CC=CC=C1 ((2-iodo-ethoxy)-benzene). Run in CN(C=O)C (dimethylformamide). Run at time 8 hour. The product is ClC=1N=CC2=C(N(CC(C(N2C)=O)(F)F)CCOC2=CC=CC=C2)N1 (2-chloro-7,7-difluoro-5-methyl-9-(2-phenoxy-ethyl)-5,7,8,9-tetrahydro-pyrimido[4,5-b][1,4]diazepin-6-one). The yield is 94.9%. Reaction SMILES: [Cl:1][C:2]1[N:3]=[CH:4][C:5]2[N:11]([CH3:12])[C:10](=[O:13])[C:9]([F:15])([F:14])[CH2:8][NH:7][C:6]=2[N:16]=1.C(=O)([O-])[O-].[Cs+].[Cs+].I[CH2:24][CH2:25][O:26][C:27]1[CH:32]=[CH:31][CH:30]=[CH:29][CH:28]=1>CN(C)C=O>[Cl:1][C:2]1[N:3]=[CH:4][C:5]2[N:11]([CH3:12])[C:10](=[O:13])[C:9]([F:15])([F:14])[CH2:8][N:7]([CH2:24][CH2:25][O:26][C:27]3[CH:32]=[CH:31][CH:30]=[CH:29][CH:28]=3)[C:6]=2[N:16]=1 |f:1.2.3|. Procedure details: To a solution of 0.20 g (0.8 mmole) of 2-chloro-7,7-difluoro-5-methyl-5,7,8,9-tetrahydro-pyrimido[4,5-b][1,4]diazepin-6-one (VII-292) in 2 mL of dimethylformamide was added 0.53 g (1.6 mmole) of cesium carbonate, followed by 0.8 g (3.2 mole) of (2-iodo-ethoxy)-benzene. After stirring at 50 degrees overnight, the mixture was filtered and then concentrated under reduced pressure. Dichloromethane and saturated sodium carbonate were added. The mixture was extracted twice with dichloromethane. The co...